This data is from the Open Reaction Database (ORD), a public repository of structured organic reaction records. The task is: describe an organic reaction: reactants, conditions, products, and yield Starting materials: CC(C)O, Cc1nc(Cl)ccc1F, NN, O. The product is Cc1nc(NN)ccc1F. RXN SMILES: [CH:13]([OH:14])([CH3:15])[CH3:16].[Cl:1][c:2]1[cH:3][cH:4][c:5]([F:9])[c:6]([CH3:8])[n:7]1.[NH2:11][NH2:12].[OH2:10]>>[c:2]1([NH:11][NH2:12])[cH:3][cH:4][c:5]([F:9])[c:6]([CH3:8])[n:7]1. Starting materials: Brc1cnn(-c2ccccc2)c1, CC(C)(C)OC(=O)N1CC2CNCC2C1, Cc1ccccc1, O=C(C=Cc1ccccc1)C=Cc1ccccc1, O=C(C=Cc1ccccc1)C=Cc1ccccc1, O=C(C=Cc1ccccc1)C=Cc1ccccc1, [Pd], [Pd], c1ccc(P(c2ccccc2)c2ccc3ccccc3c2-c2c(P(c3ccccc3)c3ccccc3)ccc3ccccc23)cc1. Yields the product CC(C)(C)OC(=O)N1CC2CN(c3cnn(-c4ccccc4)c3)CC2C1. Reaction SMILES: [Br:16][c:17]1[cH:18][n:19][n:20](-[c:22]2[cH:23][cH:24][cH:25][cH:26][cH:27]2)[cH:21]1.[C:1]([CH3:2])([CH3:3])([CH3:4])[O:5][C:6](=[O:7])[N:8]1[CH2:9][CH:10]2[CH2:11][NH:12][CH2:13][CH:14]2[CH2:15]1.[CH3:74][c:75]1[cH:76][cH:77][cH:78][cH:79][cH:80]1.[O:101]=[C:102]([CH:103]=[CH:104][c:105]1[cH:106][cH:107][cH:108][cH:109][cH:110]1)[CH:111]=[CH:112][c:113]1[cH:114][cH:115][cH:116][cH:117][cH:118]1.[O:119]=[C:120]([CH:121]=[CH:122][c:123]1[cH:124][cH:125][cH:126][cH:127][cH:128]1)[CH:129]=[CH:130][c:131]1[cH:132][cH:133][cH:134][cH:135][cH:136]1.[O:83]=[C:84]([CH:85]=[CH:86][c:87]1[cH:88][cH:89][cH:90][cH:91][cH:92]1)[CH:93]=[CH:94][c:95]1[cH:96][cH:97][cH:98][cH:99][cH:100]1.[Pd:81].[Pd:82].[cH:28]1[cH:29][cH:30][c:31]([P:32]([c:33]2[cH:34][cH:35][c:36]3[c:37]([cH:38][cH:39][cH:40][cH:41]3)[c:42]2-[c:43]2[c:44]3[c:45]([cH:46][cH:47][cH:48][cH:49]3)[cH:50][cH:51][c:52]2[P:53]([c:54]2[cH:55][cH:56][cH:57][cH:58][cH:59]2)[c:60]2[cH:61][cH:62][cH:63][cH:64][cH:65]2)[c:66]2[cH:67][cH:68][cH:69][cH:70][cH:71]2)[cH:72][cH:73]1>>[C:1]([CH3:2])([CH3:3])([CH3:4])[O:5][C:6](=[O:7])[N:8]1[CH2:9][CH:10]2[CH2:11][N:12]([c:17]3[cH:18][n:19][n:20](-[c:22]4[cH:23][cH:24][cH:25][cH:26][cH:27]4)[cH:21]3)[CH2:13][CH:14]2[CH2:15]1. Starting materials: ClC1=C(C(=O)Cl)C=CC=C1 (2-Chlorobenzoyl chloride), C(CCC)[Sn](COCC1=CC(=CC(=C1)C(F)(F)F)C(F)(F)F)(CCCC)CCCC (tri-n-butyl-((3,5-bis(trifluoromethyl)phenyl)methyloxymethyl)tin), benzylchlorobis(triphenylphosphine)palladium (II), C(C)OCC (diethyl ether), [F-].[K+] (potassium fluoride). Solvent: C(Cl)(Cl)Cl (chloroform). Conditions: temperature 70 celsius. Product: ClC1=C(C=CC=C1)C(COCC1=CC(=CC(=C1)C(F)(F)F)C(F)(F)F)=O (2'-chloro-2-((3,5-bis(trifluoromethyl)phenyl) methyloxy)acetophenone). RXN SMILES: [Cl:1][C:2]1[CH:10]=[CH:9][CH:8]=[CH:7][C:3]=1[C:4](Cl)=[O:5].C([Sn](CCCC)(CCCC)[CH2:16][O:17][CH2:18][C:19]1[CH:24]=[C:23]([C:25]([F:28])([F:27])[F:26])[CH:22]=[C:21]([C:29]([F:32])([F:31])[F:30])[CH:20]=1)CCC.C(OCC)C.[F-].[K+]>C(Cl)(Cl)Cl>[Cl:1][C:2]1[CH:10]=[CH:9][CH:8]=[CH:7][C:3]=1[C:4](=[O:5])[CH2:16][O:17][CH2:18][C:19]1[CH:20]=[C:21]([C:29]([F:30])([F:31])[F:32])[CH:22]=[C:23]([C:25]([F:26])([F:27])[F:28])[CH:24]=1 |f:3.4|. Reported procedure: 2-Chlorobenzoyl chloride (1.27 ml), tri-n-butyl-((3,5-bis(trifluoromethyl)phenyl)methyloxymethyl)tin (part (a), 6.2 g) and benzylchlorobis(triphenylphosphine)palladium (II) (80 mg) were dissolved in chloroform (10 ml) and the solution heated to 70° C. for 36 hours. On cooling diethyl ether and saturated aqueous potassium fluoride were added and this solution filtered through a pad of Hyflo. The organic layer was washed with water, dried (MgSO4) and reduced in vacuo giving a residue which was pur... Starting materials: NC1=CC=C(C=CCN2CCC(CC2)=C2C3=C(C=CC4=C2C=CC=C4)C=CC=C3)C=C1 (1-(4-Aminocinnamyl)-4-(5H-dibenzo[a,d]cyclohepten-5-ylidene)piperidine), NC1=CC=C(C=CCN2CCC(CC2)=C2C3=C(C=CC4=C2C=CC=C4)C=CC=C3)C=C1 (1-(4-Aminocinnamyl)-4-(5H-dibenzo[a,d]cyclohepten-5-ylidene)piperidine), CS(=O)(=O)Cl (methanesulfonyl chloride). Yields the product C1=CC=CC=2C(C3=C(C=CC21)C=CC=C3)=C3CCN(CC3)CC=CC3=CC=C(C=C3)NS(=O)(=O)C (4-(5H-Dibenzo[a,d]cyclohepten-5-ylidene)-1-(4-methanesulfonylaminocinnamyl)piperidine). Yield: 67.0%. As a reaction SMILES: [NH2:1][C:2]1[CH:31]=[CH:30][C:5]([CH:6]=[CH:7][CH2:8][N:9]2[CH2:14][CH2:13][C:12](=[C:15]3[C:21]4[CH:22]=[CH:23][CH:24]=[CH:25][C:20]=4[CH:19]=[CH:18][C:17]4[CH:26]=[CH:27][CH:28]=[CH:29][C:16]3=4)[CH2:11][CH2:10]2)=[CH:4][CH:3]=1.[CH3:32][S:33](Cl)(=[O:35])=[O:34]>>[CH:25]1[C:20]2[CH:19]=[CH:18][C:17]3[CH:26]=[CH:27][CH:28]=[CH:29][C:16]=3[C:15](=[C:12]3[CH2:11][CH2:10][N:9]([CH2:8][CH:7]=[CH:6][C:5]4[CH:4]=[CH:3][C:2]([NH:1][S:33]([CH3:32])(=[O:35])=[O:34])=[CH:31][CH:30]=4)[CH2:14][CH2:13]3)[C:21]=2[CH:22]=[CH:23][CH:24]=1. Procedure details: This compound was prepared from 1-(4-Aminocinnamyl)-4-(5H-dibenzo[a,d]cyclohepten-5-ylidene)piperidine (compound 5) and methanesulfonyl chloride. Yield 67.0% Starting materials: C1CCOC1, Cl, CC(NC(=O)OCc1ccccc1)C(=O)c1cc(F)cc(F)c1. Yields the product CC(NC(=O)OCc1ccccc1)C(O)c1cc(F)cc(F)c1. RXN SMILES: [CH2:25]1[O:26][CH2:27][CH2:28][CH2:29]1.[ClH:24].[F:1][c:2]1[cH:3][c:4]([C:9]([CH:10]([CH3:11])[NH:12][C:13]([O:14][CH2:15][c:16]2[cH:17][cH:18][cH:19][cH:20][cH:21]2)=[O:22])=[O:23])[cH:5][c:6]([F:8])[cH:7]1>>[F:1][c:2]1[cH:3][c:4]([CH:9]([CH:10]([CH3:11])[NH:12][C:13]([O:14][CH2:15][c:16]2[cH:17][cH:18][cH:19][cH:20][cH:21]2)=[O:22])[OH:23])[cH:5][c:6]([F:8])[cH:7]1. Reactants: C1CCOC1, CSc1ccc(N2CCc3c(Cl)ncnc32)cn1, [H-], [Na+], CC(C)OC(=O)N1CCC(O)CC1. Yields the product CSc1ccc(N2CCc3c(OC4CCN(C(=O)OC(C)C)CC4)ncnc32)cn1. RXN SMILES: [CH2:34]1[O:35][CH2:36][CH2:37][CH2:38]1.[Cl:1][c:2]1[c:3]2[c:4]([n:5][cH:6][n:7]1)[N:8]([c:11]1[cH:12][n:13][c:14]([S:17][CH3:18])[cH:15][cH:16]1)[CH2:9][CH2:10]2.[H-:33].[Na+:32].[OH:19][CH:20]1[CH2:21][CH2:22][N:23]([C:26](=[O:27])[O:28][CH:29]([CH3:30])[CH3:31])[CH2:24][CH2:25]1>>[c:2]1([O:19][CH:20]2[CH2:21][CH2:22][N:23]([C:26](=[O:27])[O:28][CH:29]([CH3:30])[CH3:31])[CH2:24][CH2:25]2)[c:3]2[c:4]([n:5][cH:6][n:7]1)[N:8]([c:11]1[cH:12][n:13][c:14]([S:17][CH3:18])[cH:15][cH:16]1)[CH2:9][CH2:10]2. Starting materials: O1CCC(CC1)O (tetrahydro-pyran-4-ol), ClC1=NC(=CC=C1[N+](=O)[O-])Cl (2,6-dichloro-3-nitro-pyridine), [H-].[Na+] (NaH). The solvent is CCOC(=O)C (EtOAc), O (water), C1CCOC1 (THF), C1CCOC1 (THF). Run at temperature 0 celsius, time 30 minute. Yields the product ClC1=CC=C(C(=N1)OC1CCOCC1)[N+](=O)[O-] (6-chloro-3-nitro-2-(tetrahydro-pyran-4-yloxy)-pyridine). The yield is 58.0%. Reaction SMILES: [H-].[Na+].[O:3]1[CH2:8][CH2:7][CH:6]([OH:9])[CH2:5][CH2:4]1.Cl[C:11]1[C:16]([N+:17]([O-:19])=[O:18])=[CH:15][CH:14]=[C:13]([Cl:20])[N:12]=1>C1COCC1.CCOC(C)=O.O>[Cl:20][C:13]1[N:12]=[C:11]([O:9][CH:6]2[CH2:7][CH2:8][O:3][CH2:4][CH2:5]2)[C:16]([N+:17]([O-:19])=[O:18])=[CH:15][CH:14]=1 |f:0.1|. Procedure details: A mixture of THF and 2.4 g NaH (55% in mineral oil, 55 mmol) is cooled to 0° C., 5.2 ml tetrahydro-pyran-4-ol (55 mmol) are slowly added and the mixture stirred for 30 minutes. 10.0 g (52 mmol) 2,6-dichloro-3-nitro-pyridine in THF are slowly added and the mixture is stirred at RT over night. The reaction mixture is diluted with EtOAc and water. The organic phase is separated and washed with water and brine, dried and evaporated. The residual is purified by FC, giving rise to 7.8 g (58%) 6-chloro... Starting materials: O=C([O-])[O-], CC(=O)O, c1ccc(COc2ncnc3nc[nH]c23)cc1, CCCCO, COC(=O)CBr, [K+], [K+], CN(C)C=O, O. Product: COC(=O)Cn1cnc2c(OCc3ccccc3)ncnc21. RXN SMILES: [C:18](=[O:19])([O-:20])[O-:21].[C:36]([OH:37])(=[O:38])[CH3:39].[CH2:1]([c:2]1[cH:3][cH:4][cH:5][cH:6][cH:7]1)[O:8][c:9]1[c:10]2[nH:11][cH:12][n:13][c:14]2[n:15][cH:16][n:17]1.[CH2:40]([OH:41])[CH2:42][CH2:43][CH3:44].[CH3:24][O:25][C:26]([CH2:27][Br:28])=[O:29].[K+:22].[K+:23].[O:30]=[CH:31][N:32]([CH3:33])[CH3:34].[OH2:35]>>[CH2:1]([c:2]1[cH:3][cH:4][cH:5][cH:6][cH:7]1)[O:8][c:9]1[c:10]2[n:11][cH:12][n:13]([CH2:27][C:26]([O:25][CH3:24])=[O:29])[c:14]2[n:15][cH:16][n:17]1. Reactants: C1CCOC1, CCOC(=O)c1cnc2ccc(C(=O)NC)cc2c1Nc1ccc(OC)cc1, CO, [Li+], [OH-], O. Yields the product CNC(=O)c1ccc2ncc(C(=O)O)c(Nc3ccc(OC)cc3)c2c1. As a reaction SMILES: [CH2:33]1[O:34][CH2:35][CH2:36][CH2:37]1.[CH3:1][O:2][c:3]1[cH:4][cH:5][c:6]([NH:9][c:10]2[c:11]([C:24](=[O:25])[O:26][CH2:27][CH3:28])[cH:12][n:13][c:14]3[cH:15][cH:16][c:17]([C:20]([NH:21][CH3:22])=[O:23])[cH:18][c:19]23)[cH:7][cH:8]1.[CH3:31][OH:32].[Li+:30].[OH-:29].[OH2:38]>>[CH3:1][O:2][c:3]1[cH:4][cH:5][c:6]([NH:9][c:10]2[c:11]([C:24](=[O:25])[OH:26])[cH:12][n:13][c:14]3[cH:15][cH:16][c:17]([C:20]([NH:21][CH3:22])=[O:23])[cH:18][c:19]23)[cH:7][cH:8]1.